Dataset: the Open Reaction Database (ORD), a public repository of structured organic reaction records. Task: describe an organic reaction: reactants, conditions, products, and yield The reactants are [H-].[Al+3].[Li+].[H-].[H-].[H-] (lithium aluminum hydride), O1CCCC1 (tetrahydrofuran), C(C)N(C(CC(=O)NCCC1=CC=CC=C1)C)CCCCCCC (3-[ethyl(heptyl)amino]-N-(2-phenylethyl)butanamide), O1CCCC1 (tetrahydrofuran), O (water), [OH-].[Na+] (sodium hydroxide), O (water). The product is C(C)C(CC(C)NCCCCCCC)NCCC1=CC=CC=C1 (Ethyl-N3 -heptyl-N1 -(2-phenylethyl)-1,3-butanediamine). RXN SMILES: C([N:3]([CH2:18][CH2:19][CH2:20][CH2:21][CH2:22][CH2:23][CH3:24])[CH:4]([CH3:17])[CH2:5][C:6]([NH:8][CH2:9][CH2:10][C:11]1[CH:16]=[CH:15][CH:14]=[CH:13][CH:12]=1)=O)C.[H-].[Al+3].[Li+].[H-].[H-].[H-].O.[OH-].[Na+].O1CC[CH2:36][CH2:35]1>>[CH2:35]([CH:6]([NH:8][CH2:9][CH2:10][C:11]1[CH:12]=[CH:13][CH:14]=[CH:15][CH:16]=1)[CH2:5][CH:4]([NH:3][CH2:18][CH2:19][CH2:20][CH2:21][CH2:22][CH2:23][CH3:24])[CH3:17])[CH3:36] |f:1.2.3.4.5.6,8.9|. Procedure details: Dissolve 3.0 g (9 mmol) of 3-[ethyl(heptyl)amino]-N-(2-phenylethyl)butanamide in 50 mL of anhydrous tetrahydrofuran. Add this solution dropwise to a suspension of 0.68 g (18 mmol) of lithium aluminum hydride in 20 mL of anhydrous tetrahydrofuran under a nitrogen atmosphere. After the addition is complete heat the reaction mixture to reflux. Follow the progress of the reaction by thin layer chromatography on silica gel. At the completion of the reaction add successively dropwise 0.7 mL of water, ... The reactants are [Al+3], CC(C)(C)c1ccccc1, [Cl-], [Cl-], [Cl-], Cl, O=CC(Cl)(Cl)Cl, O. The product is CC(C)(C)c1ccc(C(O)C(Cl)(Cl)Cl)cc1. As a reaction SMILES: [Al+3:18].[C:7]([CH3:8])([CH3:9])([CH3:10])[c:11]1[cH:12][cH:13][cH:14][cH:15][cH:16]1.[Cl-:17].[Cl-:19].[Cl-:20].[ClH:21].[O:1]=[CH:2][C:3]([Cl:4])([Cl:5])[Cl:6].[OH2:22]>>[OH:1][CH:2]([C:3]([Cl:4])([Cl:5])[Cl:6])[c:14]1[cH:13][cH:12][c:11]([C:7]([CH3:8])([CH3:9])[CH3:10])[cH:16][cH:15]1. Starting materials: C1CCOC1, C=C(C)C1(C(CCN=[N+]=[N-])C(=O)OC(C)(C)C)CCN(CCc2ccccc2)C1=O, O, c1ccc(P(c2ccccc2)c2ccccc2)cc1. Yields the product C=C(C)C1(C(CCN)C(=O)OC(C)(C)C)CCN(CCc2ccccc2)C1=O. Reaction SMILES: [CH2:51]1[O:52][CH2:53][CH2:54][CH2:55]1.[N:1](=[N+:2]=[N-:3])[CH2:4][CH2:5][CH:6]([C:7](=[O:8])[O:9][C:10]([CH3:11])([CH3:12])[CH3:13])[C:14]1([C:28](=[CH2:29])[CH3:30])[C:15](=[O:27])[N:16]([CH2:19][CH2:20][c:21]2[cH:22][cH:23][cH:24][cH:25][cH:26]2)[CH2:17][CH2:18]1.[OH2:50].[c:31]1([P:32]([c:33]2[cH:34][cH:35][cH:36][cH:37][cH:38]2)[c:39]2[cH:40][cH:41][cH:42][cH:43][cH:44]2)[cH:45][cH:46][cH:47][cH:48][cH:49]1>>[NH2:1][CH2:4][CH2:5][CH:6]([C:7](=[O:8])[O:9][C:10]([CH3:11])([CH3:12])[CH3:13])[C:14]1([C:28](=[CH2:29])[CH3:30])[C:15](=[O:27])[N:16]([CH2:19][CH2:20][c:21]2[cH:22][cH:23][cH:24][cH:25][cH:26]2)[CH2:17][CH2:18]1. The reactants are CCCCCc1ccc(-c2ccc(C=C(Br)Br)cc2)cc1, [Li]CCCC, CCCCCC, C1CCOC1, O. The product is C#Cc1ccc(-c2ccc(CCCCC)cc2)cc1. Reaction SMILES: [Br:1][C:2](=[CH:3][c:4]1[cH:5][cH:6][c:7](-[c:10]2[cH:11][cH:12][c:13]([CH2:16][CH2:17][CH2:18][CH2:19][CH3:20])[cH:14][cH:15]2)[cH:8][cH:9]1)[Br:21].[CH2:22]([Li:23])[CH2:24][CH2:25][CH3:26].[CH3:33][CH2:34][CH2:35][CH2:36][CH2:37][CH3:38].[O:28]1[CH2:29][CH2:30][CH2:31][CH2:32]1.[OH2:27]>>[CH:2]#[C:3][c:4]1[cH:5][cH:6][c:7](-[c:10]2[cH:11][cH:12][c:13]([CH2:16][CH2:17][CH2:18][CH2:19][CH3:20])[cH:14][cH:15]2)[cH:8][cH:9]1. Starting materials: O=C(O)c1ncn2cc(Br)sc12, CCCCCC, c1ccc(Oc2ccccc2)cc1. The product is Brc1cn2cncc2s1. As a reaction SMILES: [Br:1][c:2]1[cH:3][n:4]2[c:5]([s:6]1)[c:7]([C:10]([OH:11])=[O:12])[n:8][cH:9]2.[CH3:26][CH2:27][CH2:28][CH2:29][CH2:30][CH3:31].[O:13]([c:14]1[cH:15][cH:16][cH:17][cH:18][cH:19]1)[c:20]1[cH:21][cH:22][cH:23][cH:24][cH:25]1>>[Br:1][c:2]1[cH:3][n:4]2[c:5]([s:6]1)[cH:7][n:8][cH:9]2. Run at time 8 hour. Procedure details: To a 100-mL, round-bottomed flask containing a magnetic stir bar were added 5% palladium/carbon catalyst (100 mg) and methanol (20 mL). Neat 1-methoxybicyclo[2.2.2]oct-5-ene-2-carboxylic acid methyl ester (1.96 g, 1.80 mL, 10.0 mmol) was added. A balloon containing H2 gas was attached and the mixture was stirred at room temperature overnight. The catalyst was removed by vacuum filtration through a small plug of silica gel and the solvent was removed under reduced pressure to provide the title co... The product is COC(=O)C1C2(CCC(C1)CC2)OC (1-methoxy-bicyclo[2.2.2]octane-2-carboxylic acid methyl ester). Reagents/catalysts: [Pd] (palladium/carbon). Run in CO (methanol). Reaction SMILES: [CH3:1][O:2][C:3]([CH:5]1[CH2:10][CH:9]2[CH2:11][CH2:12][C:6]1([O:13][CH3:14])[CH:7]=[CH:8]2)=[O:4]>[Pd].CO>[CH3:1][O:2][C:3]([CH:5]1[CH2:10][CH:9]2[CH2:11][CH2:12][C:6]1([O:13][CH3:14])[CH2:7][CH2:8]2)=[O:4]. Starting materials: COC(=O)C1C2(C=CC(C1)CC2)OC (1-methoxybicyclo[2.2.2]oct-5-ene-2-carboxylic acid methyl ester). Reactants: CN1C(=CC(=C1C(=O)OCC)COC1=CC(=CC=C1)C)C=O (ethyl 1-methyl-2-formyl-4-(3-methylphenoxymethyl)pyrrole-5-carboxylate), [OH-].[Na+] (NaOH). Solvent: C(C)O (ethanol). Product: CN1C(=CC(=C1C(=O)O)COC1=CC(=CC=C1)C)C=O (1-Methyl-2-formyl-4-(3-methylphenoxymethyl)pyrrole-5-carboxylic acid). As a reaction SMILES: [CH3:1][N:2]1[C:6]([C:7]([O:9]CC)=[O:8])=[C:5]([CH2:12][O:13][C:14]2[CH:19]=[CH:18][CH:17]=[C:16]([CH3:20])[CH:15]=2)[CH:4]=[C:3]1[CH:21]=[O:22].[OH-].[Na+]>C(O)C>[CH3:1][N:2]1[C:6]([C:7]([OH:9])=[O:8])=[C:5]([CH2:12][O:13][C:14]2[CH:19]=[CH:18][CH:17]=[C:16]([CH3:20])[CH:15]=2)[CH:4]=[C:3]1[CH:21]=[O:22] |f:1.2|. Procedure details: A sample of ethyl 1-methyl-2-formyl-4-(3-methylphenoxymethyl)pyrrole-5-carboxylate (3.24 g, 10 mmol) is dissolved in hot ethanol (50 ml) and 10% aqueous NaOH is added (10 ml). The resulting mixture is heated at reflux until all starting material has been consumed. The solution is cooled, diluted with water (140 ml) and acidified to pH 2 with 6 N HCl. The resulting two-phase mixture is extracted with ethyl acetate (2×100 ml). The combined ethyl acetate layers are then washed with saturated brine ...